Dataset: the Open Reaction Database (ORD), a public repository of structured organic reaction records. Task: describe an organic reaction: reactants, conditions, products, and yield Starting materials: C(C1=CC=CC=C1)N(C)CC1=C(C(=CC(=C1C)Br)[N+](=O)[O-])N (2-[(Benzyl-methyl-amino)-methyl]-4-bromo-3-methyl-6-nitro-phenylamine), [OH-].[K+] (KOH). The reagents and catalysts are [Ni] (Ni). Yields the product C(C1=CC=CC=C1)N(C)CC1=C(C(=CC=C1C)N)N (3-[(Benzyl-methyl-amino)-methyl]-4-methyl-benzene-1,2-diamine). Isolated yield 99.6%. As a reaction SMILES: [CH2:1]([N:8]([CH2:10][C:11]1[C:16]([CH3:17])=[C:15](Br)[CH:14]=[C:13]([N+:19]([O-])=O)[C:12]=1[NH2:22])[CH3:9])[C:2]1[CH:7]=[CH:6][CH:5]=[CH:4][CH:3]=1.[OH-].[K+]>[Ni]>[CH2:1]([N:8]([CH2:10][C:11]1[C:16]([CH3:17])=[CH:15][CH:14]=[C:13]([NH2:19])[C:12]=1[NH2:22])[CH3:9])[C:2]1[CH:3]=[CH:4][CH:5]=[CH:6][CH:7]=1 |f:1.2|. Procedure: 2-[(Benzyl-methyl-amino)-methyl]-4-bromo-3-methyl-6-nitro-phenylamine (6 g, 16.5 nmnol) was hydrogenated (Ra Ni, 3 g) in the presence of KOH (0.498N). Reaction mixture filtered and extracted in CHCl3 (200 mL) and washed with water and dried (MgSO4). Solvent evaporated to give a dark oil 4.19 g=99%. Starting materials: CCCCCBr, COC(=O)C=C(C)[O-], [I-], [K+], [Na+]. The product is CCCCCC(C(C)=O)C(=O)OC. RXN SMILES: [CH2:12]([CH2:13][CH2:14][CH2:15][CH3:16])[Br:17].[CH3:1][O:2][C:3]([CH:4]=[C:5]([CH3:6])[O-:7])=[O:8].[I-:11].[K+:10].[Na+:9]>>[CH3:1][O:2][C:3]([CH:4]([C:5]([CH3:6])=[O:7])[CH2:12][CH2:13][CH2:14][CH2:15][CH3:16])=[O:8]. Starting materials: titanium(VI) n-butoxide, S1C=CC=C1 (thiophene), OC1=CC=C(C=C1)N1CCN(CC1)C1=CC=C(C=C1)N1C(N(N=C1)C(C(C)=O)C)=O ((±)-2,4-dihydro-4-[4-[4-(4-hydroxyphenyl)-1-piperazinyl]phenyl]-2-(1-methyl-2-oxopropyl)-3H-1,2,4-triazol-3-one), C[C@H](N)C1=CC=CC=C1 ((−)-(S)-α-methyl-benzenemethanamine). The reagents and catalysts are [Pd] (Pd/C). The solvent is C1CCOC1 (THF). Reaction conditions: time 48 hour. Product: OC1=CC=C(C=C1)N1CCN(CC1)C1=CC=C(C=C1)N1C(N(N=C1)C(C(C)NC(C)C1=CC=CC=C1)C)=O (2,4-dihydro-4-[4-[4-(4-hydroxyphenyl)-1-piperazinyl]phenyl]-2-[2-[(1-phenylethyl)amino)-1-methylpropyl]-3H-1,2,4-triazol-3-one). Reaction SMILES: [OH:1][C:2]1[CH:7]=[CH:6][C:5]([N:8]2[CH2:13][CH2:12][N:11]([C:14]3[CH:19]=[CH:18][C:17]([N:20]4[CH:24]=[N:23][N:22]([CH:25]([CH3:29])[C:26](=O)[CH3:27])[C:21]4=[O:30])=[CH:16][CH:15]=3)[CH2:10][CH2:9]2)=[CH:4][CH:3]=1.[CH3:31][C@@H:32]([C:34]1[CH:39]=[CH:38][CH:37]=[CH:36][CH:35]=1)[NH2:33].S1C=CC=C1>C1COCC1.[Pd]>[OH:1][C:2]1[CH:7]=[CH:6][C:5]([N:8]2[CH2:13][CH2:12][N:11]([C:14]3[CH:15]=[CH:16][C:17]([N:20]4[CH:24]=[N:23][N:22]([CH:25]([CH3:29])[CH:26]([NH:33][CH:32]([C:34]5[CH:39]=[CH:38][CH:37]=[CH:36][CH:35]=5)[CH3:31])[CH3:27])[C:21]4=[O:30])=[CH:18][CH:19]=3)[CH2:10][CH2:9]2)=[CH:4][CH:3]=1. Reported procedure: A mixture of (±)-2,4-dihydro-4-[4-[4-(4-hydroxyphenyl)-1-piperazinyl]phenyl]-2-(1-methyl-2-oxopropyl)-3H-1,2,4-triazol-3-one (0.05 mol) and (−)-(S)-α-methyl-benzenemethanamine (0.1 mol) in THF (500 ml) was hydrogenated at 50° C. for 48 hours with Pd/C 10% (3 g) as a catalyst in the presence of titanium(VI) n-butoxide (28.4 g) and thiophene solution (3 ml). The catalyst was filtered off. Pd/C 10% (10 g) and thiophene solution (10 ml) were added again. Hydrogenation was continued at 50° C. for 48 ... The reactants are CN(Cc1ccccc1)c1cc(N=C=O)ccn1, NCCN1CCC(O)(Cc2ccccc2)CC1. Yields the product CN(Cc1ccccc1)c1cc(NC(=O)NCCN2CCC(O)(Cc3ccccc3)CC2)ccn1. RXN SMILES: [CH2:18]([c:19]1[cH:20][cH:21][cH:22][cH:23][cH:24]1)[N:25]([c:26]1[n:27][cH:28][cH:29][c:30]([N:32]=[C:33]=[O:34])[cH:31]1)[CH3:35].[NH2:1][CH2:2][CH2:3][N:4]1[CH2:5][CH2:6][C:7]([OH:10])([CH2:11][c:12]2[cH:13][cH:14][cH:15][cH:16][cH:17]2)[CH2:8][CH2:9]1>>[NH:1]([CH2:2][CH2:3][N:4]1[CH2:5][CH2:6][C:7]([OH:10])([CH2:11][c:12]2[cH:13][cH:14][cH:15][cH:16][cH:17]2)[CH2:8][CH2:9]1)[C:33]([NH:32][c:30]1[cH:29][cH:28][n:27][c:26]([N:25]([CH2:18][c:19]2[cH:20][cH:21][cH:22][cH:23][cH:24]2)[CH3:35])[cH:31]1)=[O:34]. Starting materials: C[O-], CO, CS(=O)(=O)c1nc(Cl)c2c(n1)CCC2, [Na+]. Product: COc1nc(S(C)(=O)=O)nc2c1CCC2. Reaction SMILES: [CH3:15][O-:16].[CH3:18][OH:19].[Cl:1][c:2]1[n:3][c:4]([S:11](=[O:12])(=[O:13])[CH3:14])[n:5][c:6]2[c:7]1[CH2:8][CH2:9][CH2:10]2.[Na+:17]>>[c:2]1([O:16][CH3:15])[n:3][c:4]([S:11](=[O:12])(=[O:13])[CH3:14])[n:5][c:6]2[c:7]1[CH2:8][CH2:9][CH2:10]2. Reactants: C([O-])([O-])=O.[K+].[K+] (potassium carbonate), C([C@@H](O)[C@@H](O)[C@H](O)[C@H](O)CO)O (D-mannitol), anhydrides, Carbohydrate. The solvent is CC(=O)C (acetone). Yields the product C([C@H]1[C@@H](O)[C@H](O)[C@H](O1)CO)O (2,5-Anhydro-D-glucitol), anhydroglucitol, C([C@@H](O)[C@@H](O)[C@H](O)[C@H](O)CO)O (D-mannitol). RXN SMILES: [CH2:1]([OH:12])[C@H:2]([C@H:4]([C@@H:6]([C@@H:8]([CH2:10][OH:11])[OH:9])[OH:7])[OH:5])[OH:3].C(=O)([O-])[O-].[K+].[K+]>CC(C)=O>[CH2:1]([OH:12])[C@@H:2]1[O:9][C@H:8]([CH2:10][OH:11])[C@@H:6]([OH:7])[C@@H:4]1[OH:5].[CH2:10]([OH:11])[C@H:8]([C@H:6]([C@@H:4]([C@@H:2]([CH2:1][OH:12])[OH:3])[OH:5])[OH:7])[OH:9] |f:1.2.3|. Procedure: The title compound was prepared by a modification of the method of T. A. W. Koerner, et al., Carbohydrate Research, 59, 403-416 (1977). Acidic dehydration of D-mannitol and isopropylidenation of the mixture of anhydrides gave a dark syrup. A solution of the syrup in acetone was stirred over potassium carbonate, filtered and evaporated. The desired isopropylidene derivative of anhydroglucitol was isolated by HPLC (silica gel, 28% yield from D-mannitol) without going through the trityl derivative.... Starting materials: N#CC1CC(F)CN1C(=O)CNC12CCC(C(=O)O)(CC1)CC2, Nc1ccc(N2CCCC2)cc1. The product is N#CC1CC(F)CN1C(=O)CNC12CCC(C(=O)Nc3ccc(N4CCCC4)cc3)(CC1)CC2. RXN SMILES: [C:1](=[O:2])([OH:3])[C:4]12[CH2:5][CH2:6][C:7]([NH:12][CH2:13][C:14](=[O:15])[N:16]3[CH:17]([C:22]#[N:23])[CH2:18][CH:19]([F:21])[CH2:20]3)([CH2:8][CH2:9]1)[CH2:10][CH2:11]2.[N:24]1([c:29]2[cH:30][cH:31][c:32]([NH2:33])[cH:34][cH:35]2)[CH2:25][CH2:26][CH2:27][CH2:28]1>>[C:1](=[O:2])([C:4]12[CH2:5][CH2:6][C:7]([NH:12][CH2:13][C:14](=[O:15])[N:16]3[CH:17]([C:22]#[N:23])[CH2:18][CH:19]([F:21])[CH2:20]3)([CH2:8][CH2:9]1)[CH2:10][CH2:11]2)[NH:33][c:32]1[cH:31][cH:30][c:29]([N:24]2[CH2:25][CH2:26][CH2:27][CH2:28]2)[cH:35][cH:34]1.